Dataset: the Open Reaction Database (ORD), a public repository of structured organic reaction records. Task: describe an organic reaction: reactants, conditions, products, and yield The reactants are CCOC(C)=O, CCN(C(C)C)C(C)C, COc1ccc(CN2Cc3c(F)c(Cl)nc(Cl)c3C2=O)c(OC)c1, CC(C)(C)OC(=O)NC1CCCCC1N, O. The product is COc1ccc(CN2Cc3c(F)c(NC4CCCCC4NC(=O)OC(C)(C)C)nc(Cl)c3C2=O)c(OC)c1. As a reaction SMILES: [CH3:50][CH2:51][O:52][C:53]([CH3:54])=[O:55].[CH:40]([N:41]([CH:42]([CH3:43])[CH3:44])[CH2:45][CH3:46])([CH3:47])[CH3:48].[Cl:1][c:2]1[n:3][c:4]([Cl:24])[c:5]([F:23])[c:6]2[c:7]1[C:8](=[O:22])[N:9]([CH2:11][c:12]1[c:13]([O:20][CH3:21])[cH:14][c:15]([O:18][CH3:19])[cH:16][cH:17]1)[CH2:10]2.[NH2:25][CH:26]1[CH:27]([NH:32][C:33]([O:34][C:35]([CH3:36])([CH3:37])[CH3:38])=[O:39])[CH2:28][CH2:29][CH2:30][CH2:31]1.[OH2:49]>>[Cl:1][c:2]1[n:3][c:4]([NH:25][CH:26]2[CH:27]([NH:32][C:33]([O:34][C:35]([CH3:36])([CH3:37])[CH3:38])=[O:39])[CH2:28][CH2:29][CH2:30][CH2:31]2)[c:5]([F:23])[c:6]2[c:7]1[C:8](=[O:22])[N:9]([CH2:11][c:12]1[c:13]([O:20][CH3:21])[cH:14][c:15]([O:18][CH3:19])[cH:16][cH:17]1)[CH2:10]2.